From a dataset of the Open Reaction Database (ORD), a public repository of structured organic reaction records. describe an organic reaction: reactants, conditions, products, and yield The reactants are CC(C)(C)OC(=O)NC1(C2CCN(c3ccc4c(=O)c(C(=O)O)cn(C5CC5F)c4c3Cl)C2)CC1, Cl. The product is NC1(C2CCN(c3ccc4c(=O)c(C(=O)O)cn(C5CC5F)c4c3Cl)C2)CC1. Reaction SMILES: [C:1]([O:2][C:3](=[O:4])[NH:8][C:9]1([CH:12]2[CH2:13][N:14]([c:17]3[cH:18][cH:19][c:20]4[c:21](=[O:35])[c:22]([C:32](=[O:33])[OH:34])[cH:23][n:24]([CH:28]5[CH:29]([F:31])[CH2:30]5)[c:25]4[c:26]3[Cl:27])[CH2:15][CH2:16]2)[CH2:10][CH2:11]1)([CH3:5])([CH3:6])[CH3:7].[ClH:36]>>[NH2:8][C:9]1([CH:12]2[CH2:13][N:14]([c:17]3[cH:18][cH:19][c:20]4[c:21](=[O:35])[c:22]([C:32](=[O:33])[OH:34])[cH:23][n:24]([CH:28]5[CH:29]([F:31])[CH2:30]5)[c:25]4[c:26]3[Cl:27])[CH2:15][CH2:16]2)[CH2:10][CH2:11]1. The reactants are CO (methanol), C(C)(=O)O.C(C)(C)(C)OC(=O)N1CCC2=CC=C(C(=C12)C)NN1C=NCC1 (1-t-butoxycarbonyl-2,3-dihydro-6-(2-imidazolinylamino)-7-methylindole acetic acid salt), solution, Br (hydrogen bromide), C(C)(=O)O (acetic acid). Solvent: C(Cl)Cl (methylene chloride). Reaction conditions: time 2.5 hour. Product: N1(C=NCC1)NC1=CC=C2CCNC2=C1C (2,3-dihydro-6-(2-imidazolinylamino)-7-methylindole). As a reaction SMILES: C(O)(=O)C.C(OC([N:12]1[C:20]2[C:15](=[CH:16][CH:17]=[C:18]([NH:22][N:23]3[CH2:27][CH2:26][N:25]=[CH:24]3)[C:19]=2[CH3:21])[CH2:14][CH2:13]1)=O)(C)(C)C.Br.C(O)(=O)C.CO>C(Cl)Cl>[N:23]1([NH:22][C:18]2[C:19]([CH3:21])=[C:20]3[C:15]([CH2:14][CH2:13][NH:12]3)=[CH:16][CH:17]=2)[CH2:27][CH2:26][N:25]=[CH:24]1 |f:0.1|. Procedure details: A solution of 1-t-butoxycarbonyl-2,3-dihydro-6-(2-imidazolinylamino)-7-methylindole acetic acid salt (0.69 g, 1.85 mmol) in methylene chloride (7 mL) is treated dropwise with a 30% solution of hydrogen bromide in acetic acid (1.0 g, 3.7 mmol). A precipitate forms which dissolves upon addition of 2 mL of methanol. The reaction is stirred for 2.5 hours then concentrated under a stream of nitrogen. The material is diluted with water, and chloroform and brought to pH=14 with 1 M aqueous sodium hydro...